This data is from the Open Reaction Database (ORD), a public repository of structured organic reaction records. The task is: describe an organic reaction: reactants, conditions, products, and yield Starting materials: BrC=1C=C2C=CN(C(C2=CC1)=O)CC(CO[Si](C)(C)C(C)(C)C)(C)C (6-bromo-2-(3-{[tert-butyl(dimethyl)silyl]oxy}-2,2-dimethylpropyl)isoquinolin-1(2H)-one), CN(C)C=O (DMF), P(=O)(Cl)(Cl)Cl (Phosphorus oxychloride), CN(C)C=O (DMF). Run in O (water). Reaction conditions: time 2 hour. The product is BrC=1C=C2C(=CN(C(C2=CC1)=O)CC(CCl)(C)C)C=O (6-Bromo-2-(3-chloro-2,2-dimethylpropyl)-1-oxo-1,2-dihydroisoquinoline-4-carbaldehyde). RXN SMILES: P(Cl)(Cl)([Cl:3])=O.[Br:6][C:7]1[CH:8]=[C:9]2[C:14](=[CH:15][CH:16]=1)[C:13](=[O:17])[N:12]([CH2:18][C:19]([CH3:30])([CH3:29])[CH2:20]O[Si](C(C)(C)C)(C)C)[CH:11]=[CH:10]2.CN([CH:34]=[O:35])C>O>[Br:6][C:7]1[CH:8]=[C:9]2[C:14](=[CH:15][CH:16]=1)[C:13](=[O:17])[N:12]([CH2:18][C:19]([CH3:29])([CH3:30])[CH2:20][Cl:3])[CH:11]=[C:10]2[CH:34]=[O:35]. Procedure: Phosphorus oxychloride (2.57 mL) was added to a cooled solution of DMF (10 mL) and the reaction stirred at room temperature for 2 h before being treated with 6-bromo-2-(3-{[tert-butyl(dimethyl)silyl]oxy}-2,2-dimethylpropyl)isoquinolin-1(2H)-one (Example 1c, 1.3 g) in DMF (10 mL) under nitrogen. The resulting solution was stirred at 70° C. for 10 h. The reaction mixture was diluted with water (300 mL), and extracted with ethyl acetate (300 mL). The organic was dried (MgSO4), filtered and evaporat... The product is CC(C)COC(C)ONC(=O)c1cc2ccc(CNc3cccc(CN(C(=O)OC(C)(C)C)C(C(=O)OC4CCCC4)c4ccccc4)c3)cc2s1. The reactants are CC(=O)O[BH-](OC(C)=O)OC(C)=O, CC(C)COC(C)ONC(=O)c1cc2ccc(C=O)cc2s1, CC(=O)O, CC(C)(C)OC(=O)N(Cc1cccc(N)c1)C(C(=O)OC1CCCC1)c1ccccc1, ClCCl, [Na+]. RXN SMILES: [C:58]([O:59][BH-:60]([O:61][C:62](=[O:63])[CH3:64])[O:65][C:66](=[O:67])[CH3:68])(=[O:69])[CH3:70].[CH2:32]([CH:33]([CH3:34])[CH3:35])[O:36][CH:37]([CH3:38])[O:39][NH:40][C:41](=[O:42])[c:43]1[cH:44][c:45]2[c:46]([s:47]1)[cH:48][c:49]([CH:52]=[O:53])[cH:50][cH:51]2.[CH3:54][C:55](=[O:56])[OH:57].[CH:1]1([O:6][C:7]([CH:8]([c:9]2[cH:10][cH:11][cH:12][cH:13][cH:14]2)[N:15]([C:16](=[O:17])[O:18][C:19]([CH3:20])([CH3:21])[CH3:22])[CH2:23][c:24]2[cH:25][c:26]([NH2:30])[cH:27][cH:28][cH:29]2)=[O:31])[CH2:2][CH2:3][CH2:4][CH2:5]1.[Cl:72][CH2:73][Cl:74].[Na+:71]>>[CH:1]1([O:6][C:7]([CH:8]([c:9]2[cH:10][cH:11][cH:12][cH:13][cH:14]2)[N:15]([C:16](=[O:17])[O:18][C:19]([CH3:20])([CH3:21])[CH3:22])[CH2:23][c:24]2[cH:25][c:26]([NH:30][CH2:52][c:49]3[cH:48][c:46]4[c:45]([cH:44][c:43]([C:41]([NH:40][O:39][CH:37]([O:36][CH2:32][CH:33]([CH3:34])[CH3:35])[CH3:38])=[O:42])[s:47]4)[cH:51][cH:50]3)[cH:27][cH:28][cH:29]2)=[O:31])[CH2:2][CH2:3][CH2:4][CH2:5]1.